describe an organic reaction: reactants, conditions, products, and yield From a dataset of the Open Reaction Database (ORD), a public repository of structured organic reaction records. The reactants are C(O)(O)=O.NC(=N)N (Guanidine carbonate), ClC1=CC=C(C=C1)C(COC1=C(C#N)C(=CC=C1)F)COCOC (2-[2-(4-Chlorophenyl)-3-methoxymethoxypropoxy]-6-fluorobenzonitrile). Solvent: CC(=O)N(C)C (DMA). Conditions: temperature 135 celsius, time 24 hour. The product is ClC1=CC=C(C=C1)C(COC1=C2C(=NC(=NC2=CC=C1)N)N)COCOC (5-[2-(4-chlorophenyl)-3-methoxymethoxy-propoxy]-quinazoline-2,4-diamine). The yield is 24.4%. Reaction SMILES: C(=O)(O)O.[NH2:5][C:6]([NH2:8])=[NH:7].[Cl:9][C:10]1[CH:15]=[CH:14][C:13]([CH:16]([CH2:28][O:29][CH2:30][O:31][CH3:32])[CH2:17][O:18][C:19]2[CH:26]=[CH:25][CH:24]=[C:23](F)[C:20]=2[C:21]#[N:22])=[CH:12][CH:11]=1>CC(N(C)C)=O>[Cl:9][C:10]1[CH:11]=[CH:12][C:13]([CH:16]([CH2:28][O:29][CH2:30][O:31][CH3:32])[CH2:17][O:18][C:19]2[CH:26]=[CH:25][CH:24]=[C:23]3[C:20]=2[C:21]([NH2:22])=[N:7][C:6]([NH2:8])=[N:5]3)=[CH:14][CH:15]=1 |f:0.1|. Procedure details: Guanidine carbonate (792 mg; 4.4 mmol) is suspended in a solution of 2-[2-(4-Chlorophenyl)-3-methoxymethoxypropoxy]-6-fluorobenzonitrile (769 mg; 2.20 mmol) in DMA, and heated to 135° C. for 8 hours. The solution is cooled to RT overnight and placed in a freezer at 4° C. for 24 hours. The resulting black solids are removed by filtration through paper. The filtrate is concentrated under vacuum, and purified by column chromatography (10% MeOH/EtOAc). The collected fractions are dried to give 209 m... Starting materials: OC=1C=CC(=C(C(=O)NCC2=NC=CC=C2)C1)OCC(F)(F)F (5-hydroxy-N-(2-pyridylmethyl)-2-(2,2,2-trifluoroethoxy)benzamide), BrCCCCC(=O)OCC (ethyl 5-bromovalerate). Yields the product N1=C(C=CC=C1)CNC(C1=C(C=CC=C1)OCC(F)(F)F)=O (N-(2-pyridylmethyl)-2-(2,2,2-trifluoroethoxy)benzamide). Reaction SMILES: O[C:2]1[CH:3]=[CH:4][C:5]([O:18][CH2:19][C:20]([F:23])([F:22])[F:21])=[C:6]([CH:17]=1)[C:7]([NH:9][CH2:10][C:11]1[CH:16]=[CH:15][CH:14]=[CH:13][N:12]=1)=[O:8].BrCCCCC(OCC)=O>>[N:12]1[CH:13]=[CH:14][CH:15]=[CH:16][C:11]=1[CH2:10][NH:9][C:7](=[O:8])[C:6]1[CH:17]=[CH:2][CH:3]=[CH:4][C:5]=1[O:18][CH2:19][C:20]([F:22])([F:23])[F:21]. Procedure: Using the method of Example I Part A, 13.1 g (0.04 mole) of 5-hydroxy-N-(2-pyridylmethyl)-2-(2,2,2-trifluoroethoxy)benzamide was reacted with 11.7 g (0.056 mole) of ethyl 5-bromovalerate to give 13.7 g of white 5-(4-ethoxycarbonylbutoxy))-N-(2-pyridylmethyl)-2-(2,2,2-trifluoroethoxy)benzamide, m.p. 83°-84° C.